Dataset: the Open Reaction Database (ORD), a public repository of structured organic reaction records. Task: describe an organic reaction: reactants, conditions, products, and yield The reactants are Cl.NC(C(=O)O)CC(=O)OC (2-amino-3-methoxycarbonyl-propionic acid hydrochloride), [N+](=O)([O-])C1=C(C=CC=C1)SCl (o-nitrophenylsulfenyl chloride), O (water), C([O-])([O-])=O.[K+].[K+] (potassium carbonate). Solvent: O1CCCC1 (tetrahydrofuran). Procedure: 9.2 g (50 millimoles) of DL-2-amino-3-methoxycarbonyl-propionic acid hydrochloride (i.e., DL-aspartic acid O62 -methyl ester HCl), 10.5 g of o-nitrophenylsulfenyl chloride, 50 ml of water, 70 ml of tetrahydrofuran and 24.3 g of potassium carbonate are treated in the same manner as described in Example 1-(1). 9.8 g of DL-2-(o-nitrophenylsulfenylamino)-3-methoxycarbonyl-propionic acid are obtained. M.p. 108°- 109° C. Yields the product [N+](=O)([O-])C1=C(C=CC=C1)SNC(C(=O)O)CC(=O)OC (2-(o-nitrophenylsulfenylamino)-3-methoxycarbonyl-propionic acid). As a reaction SMILES: Cl.[NH2:2][CH:3]([CH2:7][C:8]([O:10][CH3:11])=[O:9])[C:4]([OH:6])=[O:5].[N+:12]([C:15]1[CH:20]=[CH:19][CH:18]=[CH:17][C:16]=1[S:21]Cl)([O-:14])=[O:13].O.C(=O)([O-])[O-].[K+].[K+]>O1CCCC1>[N+:12]([C:15]1[CH:20]=[CH:19][CH:18]=[CH:17][C:16]=1[S:21][NH:2][CH:3]([CH2:7][C:8]([O:10][CH3:11])=[O:9])[C:4]([OH:6])=[O:5])([O-:14])=[O:13] |f:0.1,4.5.6|. Reaction SMILES: [O:1]=[C:2]1[C:10]2[C:5](=[CH:6][CH:7]=[CH:8][CH:9]=2)[C:4](=[O:11])[N:3]1[CH:12]1[CH2:17][CH2:16][C:15](=[O:18])[N:14](C(OC(C)(C)C)=O)[C:13]1=[O:26].[H-].[Na+].Cl([F:33])(=O)(=O)=O.C(Cl)Cl>CN(C)C=O.Cl>[O:1]=[C:2]1[C:10]2[C:5](=[CH:6][CH:7]=[CH:8][CH:9]=2)[C:4](=[O:11])[N:3]1[C:12]1([F:33])[CH2:17][CH2:16][C:15](=[O:18])[NH:14][C:13]1=[O:26] |f:1.2|. Procedure details: To a stirred solution of 1,3-dioxo-2-(1-tert.-butoxycarbonyl-2,6-dioxopiperidin-3-yl)-isoindoline (1.0 g. 2.8 mmol) in dimethylformamide (10 mL) is added sodium hydride (112 mg, 2.8 mmol, 60%) at room temperature. After about 30 minutes, perchloryl fluoride (5 mmol) is bubbled into the mixture . The mixture is stirred with methylene chloride (10 mL) and IN hydrochloric acid (10 mL) for one hour. The organic layer is separated 30 and the solvent removed in vacuo to yield 1,3-dioxo-2-(2,6-dioxo-3-... The product is O=C1N(C(C2=CC=CC=C12)=O)C1(C(NC(CC1)=O)=O)F (1,3-dioxo-2-(2,6-dioxo-3-fluoropiperidin-3-yl)isoindoline). Run in Cl (hydrochloric acid), CN(C=O)C (dimethylformamide). Run at time 30 minute. Starting materials: C(Cl)Cl (methylene chloride), O=C1N(C(C2=CC=CC=C12)=O)C1C(N(C(CC1)=O)C(=O)OC(C)(C)C)=O (1,3-dioxo-2-(1-tert.-butoxycarbonyl-2,6-dioxopiperidin-3-yl)-isoindoline), [H-].[Na+] (sodium hydride), perchloryl fluoride. Reactants: N(=O)OC(C)(C)C (t-butyl nitrite), NC=1C=C(C(=O)O)C=CC1CC (3-amino-4-ethylbenzoic acid), C(C)(=O)[O-].[K+] (potassium acetate), C1COCCOCCOCCOCCOCCO1 (18-crown-6-ether). Solvent: O1CCCC1 (tetrahydrofuran), C(Cl)(Cl)Cl (chloroform). Run at temperature -12 celsius, time 20 minute. The product is C(=O)(O)C1=CC=C2C(=NNC2=C1)C (6-Carboxy-3-methyl-1H-indazole). Isolated yield 17.3%. Reaction SMILES: [NH2:1][C:2]1[CH:3]=[C:4]([CH:8]=[CH:9][C:10]=1[CH2:11][CH3:12])[C:5]([OH:7])=[O:6].[N:13](OC(C)(C)C)=O.C([O-])(=O)C.[K+].C1OCCOCCOCCOCCOCCOC1>O1CCCC1.C(Cl)(Cl)Cl>[C:5]([C:4]1[CH:3]=[C:2]2[C:10]([C:11]([CH3:12])=[N:13][NH:1]2)=[CH:9][CH:8]=1)([OH:7])=[O:6] |f:2.3|. Procedure: To chloroform (75 ml), which had been passed through an alumina column, was added boron trifluoride diethyl ether complex (3.75 g, 26.4 mmol) and the mixture was cooled at −12° C. A solution of 3-amino-4-ethylbenzoic acid (2.5 g, 15.1 mmol) in tetrahydrofuran (25 ml) was dropwise added thereto for 20 min. After the completion of the addition, t-butyl nitrite (1.87 g, 18.1 mmol) was added and the mixture was heated to 5° C. The mixture was stirred at 5° C. for 1.5 hr. Then potassium acetate (7.4 ...